From a dataset of the Open Reaction Database (ORD), a public repository of structured organic reaction records. describe an organic reaction: reactants, conditions, products, and yield Reactants: C(C=C)N1C([C@H](COC2=C1C=CC=C2)NC(OC(C)(C)C)=O)=O (tert-butyl [(3S)-5-allyl-4-oxo-2,3,4,5-tetrahydro-1,5-benzoxazepin-3-yl]carbamate). Reagents/catalysts: [Pd] (Pd/C). Run in CO (MeOH). Run at time 16 hour. Product: O=C1[C@H](COC2=C(N1CCC)C=CC=C2)NC(OC(C)(C)C)=O (tert-butyl [(3S)-4-oxo-5-propyl-2,3,4,5-tetrahydro-1,5-benzoxazepin-3-yl]carbamate). As a reaction SMILES: [CH2:1]([N:4]1[C:10]2[CH:11]=[CH:12][CH:13]=[CH:14][C:9]=2[O:8][CH2:7][C@H:6]([NH:15][C:16](=[O:22])[O:17][C:18]([CH3:21])([CH3:20])[CH3:19])[C:5]1=[O:23])[CH:2]=[CH2:3]>[Pd].CO>[O:23]=[C:5]1[N:4]([CH2:1][CH2:2][CH3:3])[C:10]2[CH:11]=[CH:12][CH:13]=[CH:14][C:9]=2[O:8][CH2:7][C@@H:6]1[NH:15][C:16](=[O:22])[O:17][C:18]([CH3:21])([CH3:20])[CH3:19]. Procedure details: In an autoclave containing 270 mg of 21 (0.848 mmol), 20 mg of Pd/C (10%) and 5 mL of MeOH, hydrogenation is performed at 4 bar for 16 h at 20° C. After filtration of the catalyst on celite and evaporation of the solvent, 257 mg of expected product 23 are obtained, which product is used directly for the next stage. The reactants are F[B-](F)(F)F, C1CCOC1, Cc1cc(C(=O)O)ccc1N1CCOCC1=O, CCN(C(C)C)C(C)C, Cn1ccc(C(N)c2nc3cc(Cl)ccc3[nH]2)n1, CN(C)C(On1nnc2ccccc21)=[N+](C)C. The product is Cc1cc(C(=O)NC(c2ccn(C)n2)c2nc3cc(Cl)ccc3[nH]2)ccc1N1CCOCC1=O. Reaction SMILES: [B-:36]([F:37])([F:38])([F:39])[F:40].[CH2:67]1[O:68][CH2:69][CH2:70][CH2:71]1.[CH3:1][c:2]1[cH:3][c:4]([C:5](=[O:6])[OH:7])[cH:8][cH:9][c:10]1[N:11]1[C:12](=[O:17])[CH2:13][O:14][CH2:15][CH2:16]1.[CH:58]([N:59]([CH2:60][CH3:61])[CH:62]([CH3:63])[CH3:64])([CH3:65])[CH3:66].[Cl:18][c:19]1[cH:20][c:21]2[c:22]([nH:23][c:24]([CH:26]([c:27]3[n:28][n:29]([CH3:32])[cH:30][cH:31]3)[NH2:33])[n:25]2)[cH:34][cH:35]1.[n:41]1([O:42][C:43]([N:44]([CH3:45])[CH3:46])=[N+:47]([CH3:48])[CH3:49])[c:50]2[cH:51][cH:52][cH:53][cH:54][c:55]2[n:56][n:57]1>>[CH3:1][c:2]1[cH:3][c:4]([C:5](=[O:7])[NH:33][CH:26]([c:24]2[nH:23][c:22]3[c:21]([cH:20][c:19]([Cl:18])[cH:35][cH:34]3)[n:25]2)[c:27]2[n:28][n:29]([CH3:32])[cH:30][cH:31]2)[cH:8][cH:9][c:10]1[N:11]1[C:12](=[O:17])[CH2:13][O:14][CH2:15][CH2:16]1. Reactants: C(#N)C1=C(CN(S(=O)(=O)C)C)C=CC=C1 (N-(2-cyano-benzyl)-N-methyl-methanesulfonamide). The reagents and catalysts are [Pd] (palladium on carbon). Solvent: N (ammonia), CO (methanol). The product is NCC1=C(CN(S(=O)(=O)C)C)C=CC=C1 (N-(2-Aminomethyl-benzyl)-N-methyl-methanesulfonamide), oil. Yield: 98.0%. Reaction SMILES: [C:1]([C:3]1[CH:15]=[CH:14][CH:13]=[CH:12][C:4]=1[CH2:5][N:6]([CH3:11])[S:7]([CH3:10])(=[O:9])=[O:8])#[N:2]>[Pd].N.CO>[NH2:2][CH2:1][C:3]1[CH:15]=[CH:14][CH:13]=[CH:12][C:4]=1[CH2:5][N:6]([CH3:11])[S:7]([CH3:10])(=[O:9])=[O:8]. Reported procedure: 156 b) To a Paar bottle (250 mL) was added 10% palladium on carbon (50% wet)(1.1 g, 0.52 mmol) followed by a solution of N-(2-cyano-benzyl)-N-methyl-methanesulfonamide (1.28 g, 5.71 mmol) in 7 M of ammonia in methanol (50 mL). The mixture was degassed and charged with Hydrogen (50 psi). The mixture was shaken on a Paar apparatus until adsorption of hydrogen ceased. The mixture was degassed and kept under an atmosphere of nitrogen. The mixture was filtered through a plug of diatomaceous earth, ri...